From a dataset of the Open Reaction Database (ORD), a public repository of structured organic reaction records. describe an organic reaction: reactants, conditions, products, and yield Reactants: BrC=1C=C(C(N)=CC1C)C (4-bromo-2,5-xylidine), C(C(C)(C)C)(=O)Cl (pivaloyl chloride), hydrochloric acid ice. The solvent is N1=CC=CC=C1 (pyridine). Conditions: time 30 minute. Product: BrC1=CC(=C(C=C1C)NC(C(C)(C)C)=O)C (N-(4-Bromo-2,5-xylyl)pivalamide). As a reaction SMILES: [Br:1][C:2]1[CH:3]=[C:4]([CH3:10])[C:5](=[CH:7][C:8]=1[CH3:9])[NH2:6].[C:11](Cl)(=[O:16])[C:12]([CH3:15])([CH3:14])[CH3:13]>N1C=CC=CC=1>[Br:1][C:2]1[C:8]([CH3:9])=[CH:7][C:5]([NH:6][C:11](=[O:16])[C:12]([CH3:15])([CH3:14])[CH3:13])=[C:4]([CH3:10])[CH:3]=1. Reported procedure: To a solution of 4-bromo-2,5-xylidine (8 g) in pyridine (60 ml) was added pivaloyl chloride (4.7 ml) at room temperature. After 30 minutes, the mixture was poured into dilute hydrochloric acid/ice solution. The precipitate was filtered and washed with water to give the title product. Reactants: C(C=C)[Mg]Cl (allylmagnesium chloride), solution, BrC1=CC=C(CBr)C=C1 (4-bromo-benzyl bromide). Run in CCOCC (ether), CCOCC (ether). Reaction conditions: time 2 hour. Product: BrC1=CC=C(C=C1)CCC=C (4-(4-Bromophenyl)-1-butene). The yield is 83.0%. As a reaction SMILES: [Br:1][C:2]1[CH:9]=[CH:8][C:5]([CH2:6]Br)=[CH:4][CH:3]=1.[CH2:10]([Mg]Cl)[CH:11]=[CH2:12]>CCOCC>[Br:1][C:2]1[CH:9]=[CH:8][C:5]([CH2:6][CH2:12][CH:11]=[CH2:10])=[CH:4][CH:3]=1. Procedure details: A 250 ml two-necked round-bottom flask, equipped with an additional funnel and condenser, was charged with 4-bromo-benzyl bromide (20.0 g, 80 mmol) in 50 ml dry ether at 0° C. ice bath for 10 min. The allylmagnesium chloride (48.0 ml of a 2.0 M solution in ether, 96 mmol) was added dropwisely via an additional funnel over a period of 30 min at 0° C. Subsequently, the mixture was stirred at room temperature for 2 h and refluxed for another 3 h. The reaction was monitored by TLC analysis. After th...